Dataset: the Open Reaction Database (ORD), a public repository of structured organic reaction records. Task: describe an organic reaction: reactants, conditions, products, and yield Starting materials: ClCCCl, CCN(C(C)C)C(C)C, CC(C)(C)CN1Cc2c(cc(Cl)c3[nH]ccc23)CC(CC(=O)O)C1=O, O=c1[nH]c2cc[nH]c2cc1C1CCNCC1, CN(C)C=O, On1nnc2ccccc21. Yields the product CC(C)(C)CN1Cc2c(cc(Cl)c3[nH]ccc23)CC(CC(=O)N2CCC(c3cc4[nH]ccc4[nH]c3=O)CC2)C1=O. RXN SMILES: [CH2:42]([Cl:43])[CH2:44][Cl:45].[CH:56]([N:57]([CH:58]([CH3:59])[CH3:60])[CH2:61][CH3:62])([CH3:63])[CH3:64].[Cl:17][c:18]1[cH:19][c:20]2[c:21]([c:22]3[cH:23][cH:24][nH:25][c:26]13)[CH2:27][N:28]([CH2:37][C:38]([CH3:39])([CH3:40])[CH3:41])[C:29](=[O:36])[CH:30]([CH2:32][C:33](=[O:34])[OH:35])[CH2:31]2.[NH:1]1[CH2:2][CH2:3][CH:4]([c:7]2[cH:8][c:9]3[c:10]([nH:11][c:12]2=[O:13])[cH:14][cH:15][nH:16]3)[CH2:5][CH2:6]1.[O:65]=[CH:66][N:67]([CH3:68])[CH3:69].[OH:46][n:47]1[c:48]2[c:49]([cH:50][cH:51][cH:52][cH:53]2)[n:54][n:55]1>>[N:1]1([C:33]([CH2:32][CH:30]2[C:29](=[O:36])[N:28]([CH2:37][C:38]([CH3:39])([CH3:40])[CH3:41])[CH2:27][c:21]3[c:20]([cH:19][c:18]([Cl:17])[c:26]4[c:22]3[cH:23][cH:24][nH:25]4)[CH2:31]2)=[O:34])[CH2:2][CH2:3][CH:4]([c:7]2[cH:8][c:9]3[c:10]([nH:11][c:12]2=[O:13])[cH:14][cH:15][nH:16]3)[CH2:5][CH2:6]1. The product is OCCC(O)c1ccccc1c2ccccc2. Starting materials: Br[Mg]c1ccccc1 (effective_coupling_partner), OC2CCOc1ccccc12 (substrate). The reagents and catalysts are PCy3. Run at temperature 80 celsius, time 15 hour. Reactants: CC=1C=C(CO)C=CC1C (3,4-dimethylbenzyl alcohol), 3,4-dimethylbenzylaldehyde, CC=1C=C(C=O)C=CC1C (3,4-dimethylbenzaldehyde), C=1(C)C(C)=CC(C)=CC1 (pseudocumene). Product: CC=1C=C(C(=O)O)C=CC1C (3,4-dimethylbenzoic acid). As a reaction SMILES: [CH3:1][C:2]1[CH:3]=[C:4]([CH:7]=[CH:8][C:9]=1[CH3:10])[CH2:5][OH:6].CC1C=C(C=CC=1C)C=[O:16].C1(C(=CC(=CC=1)C)C)C>>[CH3:1][C:2]1[CH:3]=[C:4]([CH:7]=[CH:8][C:9]=1[CH3:10])[C:5]([OH:16])=[O:6]. Procedure details: FIG. 9 demonstrates the formation of 3,4-dimethylbenzyl alcohol commenced immediately. The formation of 3,4-dimethylbenzaldehyde commenced after 2 hours. 11 hours after starting the fed-batch culture, another 1% (v/v) of pseudocumene was added. However, only some of this substrate was now converted. The end concentration of 3,4-dimethylbenzylaldehyde was 113 mM. When the biotransformation was stopped, the pseudocumene and 3,4-dimethylbenzyl alcohol concentrations were 65 mM. Virtually no 3,4-dim...